Dataset: the Open Reaction Database (ORD), a public repository of structured organic reaction records. Task: describe an organic reaction: reactants, conditions, products, and yield Starting materials: C(C=C)ONC1C2=C(CN(C1)C(=O)OC(C)(C)C)ON=C2 (1,1-dimethylethyl 4,7-dihydro-4-[(2-propenyloxy)amino]-isoxazolo[5,4-c]pyridine-6(5H)-carboxylate), solution, [OH-].[NH4+] (ammonium hydroxide), saturated solution, Cl (HCl). Run in C(C)(=O)OCC (ethyl acetate), C(C)(=O)OCC (ethyl acetate). Run at temperature 0 celsius, time 2 hour. Product: C(C=C)ONC1C2=C(CNC1)ON=C2 (4,5,6,7-tetrahydro-4-[(2-propenyloxy)amino]-isoxazolo[5,4-c]pyridine). Isolated yield 90.0%. As a reaction SMILES: [CH2:1]([O:4][NH:5][CH:6]1[CH2:11][N:10](C(OC(C)(C)C)=O)[CH2:9][C:8]2[O:19][N:20]=[CH:21][C:7]1=2)[CH:2]=[CH2:3].Cl.[OH-].[NH4+]>C(OCC)(=O)C>[CH2:1]([O:4][NH:5][CH:6]1[CH2:11][NH:10][CH2:9][C:8]2[O:19][N:20]=[CH:21][C:7]1=2)[CH:2]=[CH2:3] |f:2.3|. Reported procedure: 1.24 g of the compound obtained in Stage C (4.21 mmoles) and 8.7 cm3 of ethyl acetate are placed in a 50 cm3 three-necked flask equipped with a magnetic stirrer and a temperature detector. The solution is cooled down to 0° C. then 8.7 cm3 of a saturated solution of gaseous HCl in ethyl acetate is added dropwise. Agitation is maintained for 5 minutes at 0° C. then the temperature of the solution is taken to 20° C. After agitating for two hours at 20° C., the solvent is evaporated off under reduce...